From a dataset of the Open Reaction Database (ORD), a public repository of structured organic reaction records. describe an organic reaction: reactants, conditions, products, and yield Starting materials: [Cl-].[NH4+] (ammonium chloride), ClC1=CC=C(C[Mg]Cl)C=C1 (p-chlorobenzylmagnesium chloride), 19, C(C1=CC=CC=C1)N1CCC(CC1)=O (N-benzyl-4-piperidone). Solvent: C(C)OCC (ethyl ether), C(C)OCC (ethyl ether). Product: C(C1=CC=CC=C1)N1CCC(CC1)(O)CC1=CC=C(C=C1)Cl (N-benzyl-4-p-chlorobenzyl-4-hydroxypiperidine). RXN SMILES: [Cl:1][C:2]1[CH:10]=[CH:9][C:5]([CH2:6][Mg]Cl)=[CH:4][CH:3]=1.[CH2:11]([N:18]1[CH2:23][CH2:22][C:21](=[O:24])[CH2:20][CH2:19]1)[C:12]1[CH:17]=[CH:16][CH:15]=[CH:14][CH:13]=1.[Cl-].[NH4+]>C(OCC)C>[CH2:11]([N:18]1[CH2:23][CH2:22][C:21]([CH2:6][C:5]2[CH:9]=[CH:10][C:2]([Cl:1])=[CH:3][CH:4]=2)([OH:24])[CH2:20][CH2:19]1)[C:12]1[CH:13]=[CH:14][CH:15]=[CH:16][CH:17]=1 |f:2.3|. Procedure: To a solution of p-chlorobenzylmagnesium chloride in ethyl ether (prepared from 16 parts of p-chlorobenzyl chloride and 3 parts of magnesium turnings in 100 parts of ethyl ether) is added dropwise a solution of 19 parts of N-benzyl-4-piperidone in 50 parts of ethyl ether, the reaction vessel being cooled in an ice bath during the addition. When the addition is complete, mixture is refluxed for 2 hours, cooled, and the Grignard decomposed with saturated ammonium chloride solution. Evaporation of ...